Dataset: the Open Reaction Database (ORD), a public repository of structured organic reaction records. Task: describe an organic reaction: reactants, conditions, products, and yield The reactants are BrC1=NN=C2N1C1=C(C(=NC2)C2=NC=CC=C2)C=C(C=C1C)Cl (1-bromo-8-chloro-10-methyl-6-(2-pyridyl)-4H-s-triazolo[4,3-a][1,4]benzodiazepine), CN1CCNCC1 (1-methylpiperazine). Yields the product ClC=1C=C(C2=C(C(=NCC=3N2C(=NN3)N3CCN(CC3)C)C3=NC=CC=C3)C1)C (8-chloro-10-methyl-1-(4-methylpiperazino)-6-(2-pyridyl)-4H-s-triazolo[4,3-a][1,4]benzodiazepine). Reaction SMILES: Br[C:2]1[N:6]2[C:7]3[C:21]([CH3:22])=[CH:20][C:19]([Cl:23])=[CH:18][C:8]=3[C:9]([C:12]3[CH:17]=[CH:16][CH:15]=[CH:14][N:13]=3)=[N:10][CH2:11][C:5]2=[N:4][N:3]=1.[CH3:24][N:25]1[CH2:30][CH2:29][NH:28][CH2:27][CH2:26]1>>[Cl:23][C:19]1[CH:20]=[C:21]([CH3:22])[C:7]2[N:6]3[C:2]([N:28]4[CH2:29][CH2:30][N:25]([CH3:24])[CH2:26][CH2:27]4)=[N:3][N:4]=[C:5]3[CH2:11][N:10]=[C:9]([C:12]3[CH:17]=[CH:16][CH:15]=[CH:14][N:13]=3)[C:8]=2[CH:18]=1. Procedure details: In the manner given in Example 1, 1-bromo-8-chloro-10-methyl-6-(2-pyridyl)-4H-s-triazolo[4,3-a][1,4]benzodiazepine is heated with 1-methylpiperazine to give 8-chloro-10-methyl-1-(4-methylpiperazino)-6-(2-pyridyl)-4H-s-triazolo[4,3-a][1,4]benzodiazepine. Reactants: ClC1=C(C(=CC=C1F)Cl)C(C)OC1=C(C=C(N)C=C1)C (4-[1-(2,6-dichloro-3-fluorophenyl)ethoxy]-3-methylaniline), [S-]C#N.[K+] (potassium thiocyanate), BrBr (dibromine). Yields the product ClC1=C(C(=CC=C1F)Cl)C(C)OC1=CC2=C(N=C(S2)N)C=C1C (6-[1-(2,6-dichloro-3-fluorophenyl)ethoxy]-5-methyl-1,3-benzothiazol-2-amine). Yield: 17.5%. Reaction SMILES: [Cl:1][C:2]1[C:7]([F:8])=[CH:6][CH:5]=[C:4]([Cl:9])[C:3]=1[CH:10]([O:12][C:13]1[CH:19]=[CH:18][C:16]([NH2:17])=[CH:15][C:14]=1[CH3:20])[CH3:11].[S-:21][C:22]#[N:23].[K+].BrBr>>[Cl:1][C:2]1[C:7]([F:8])=[CH:6][CH:5]=[C:4]([Cl:9])[C:3]=1[CH:10]([O:12][C:13]1[C:14]([CH3:20])=[CH:15][C:16]2[N:17]=[C:22]([NH2:23])[S:21][C:18]=2[CH:19]=1)[CH3:11] |f:1.2|. Procedure: 6-[1-(2,6-Dichloro-3-fluorophenyl)ethoxy]-5-methyl-1,3-benzothiazol-2-amine was prepared according to the method described in Example 20d but from 3.12 g of 4-[1-(2,6-dichloro-3-fluorophenyl)ethoxy]-3-methylaniline, 3.86 g of potassium thiocyanate and 0.509 cm3 of dibromine. We obtain 0.644 g of 6-[1-(2,6-dichloro-3-fluorophenyl)ethoxy]-5-methyl-1,3-benzothiazol-2-amine in the form of a yellow-coloured solid, which has the following characteristics: Starting materials: [Si](C1=CC=CC=C1)(C1=CC=CC=C1)(C(C)(C)C)OC1=CC=C2C=CC=C(C2=C1)N1C([C@H](CC1)NC(CC=1N=CN(C1)C(C1=CC=CC=C1)(C1=CC=CC=C1)C1=CC=CC=C1)=O)=O ((S)-N-{1-[7-(tert-butyldiphenylsilyloxy)naphthalen-1-yl]-2-oxopyrrolidin-3-yl}-2-[1-(triphenylmethyl)-1H-imidazol-4-yl]acetamide), COC=1C=CC(=CC1)P2(=S)SP(=S)(S2)C=3C=CC(=CC3)OC (Lawesson's Reagent). Run in C1CCOC1 (THF). Reaction conditions: temperature 45 celsius. Product: [Si](C1=CC=CC=C1)(C1=CC=CC=C1)(C(C)(C)C)OC1=CC=C2C=CC=C(C2=C1)N1C([C@H](CC1)NC(CC=1N=CN(C1)C(C1=CC=CC=C1)(C1=CC=CC=C1)C1=CC=CC=C1)=S)=O ((S)-N-{1-[7-(tert-Butyldiphenylsilyloxy)naphthalen-1-yl]-2-oxopyrrolidin-3-yl}-2-[1-(triphenylmethyl)-1H-imidazol-4-yl]thioacetamide). Reaction SMILES: [Si:1]([O:18][C:19]1[CH:28]=[C:27]2[C:22]([CH:23]=[CH:24][CH:25]=[C:26]2[N:29]2[CH2:33][CH2:32][C@H:31]([NH:34][C:35](=O)[CH2:36][C:37]3[N:38]=[CH:39][N:40]([C:42]([C:55]4[CH:60]=[CH:59][CH:58]=[CH:57][CH:56]=4)([C:49]4[CH:54]=[CH:53][CH:52]=[CH:51][CH:50]=4)[C:43]4[CH:48]=[CH:47][CH:46]=[CH:45][CH:44]=4)[CH:41]=3)[C:30]2=[O:62])=[CH:21][CH:20]=1)([C:14]([CH3:17])([CH3:16])[CH3:15])([C:8]1[CH:13]=[CH:12][CH:11]=[CH:10][CH:9]=1)[C:2]1[CH:7]=[CH:6][CH:5]=[CH:4][CH:3]=1.COC1C=CC(P2(SP(C3C=CC(OC)=CC=3)(=S)S2)=[S:72])=CC=1>C1COCC1>[Si:1]([O:18][C:19]1[CH:28]=[C:27]2[C:22]([CH:23]=[CH:24][CH:25]=[C:26]2[N:29]2[CH2:33][CH2:32][C@H:31]([NH:34][C:35](=[S:72])[CH2:36][C:37]3[N:38]=[CH:39][N:40]([C:42]([C:55]4[CH:60]=[CH:59][CH:58]=[CH:57][CH:56]=4)([C:49]4[CH:54]=[CH:53][CH:52]=[CH:51][CH:50]=4)[C:43]4[CH:48]=[CH:47][CH:46]=[CH:45][CH:44]=4)[CH:41]=3)[C:30]2=[O:62])=[CH:21][CH:20]=1)([C:14]([CH3:17])([CH3:16])[CH3:15])([C:8]1[CH:13]=[CH:12][CH:11]=[CH:10][CH:9]=1)[C:2]1[CH:7]=[CH:6][CH:5]=[CH:4][CH:3]=1. Procedure: A mixture of (S)-N-{1-[7-(tert-butyldiphenylsilyloxy)naphthalen-1-yl]-2-oxopyrrolidin-3-yl}-2-[1-(triphenylmethyl)-1H-imidazol-4-yl]acetamide, as described above in Step D, (3.00 g, 3.61 mmol) and Lawesson's Reagent (728 mg, 1.80 mmol) in dry THF (45 mL), under argon, was heated to 45° C. for 90 min. The solvent was removed under reduced pressure and the residue was partitioned between saturated aqueous Na2CO3 (125 mL) and CH2Cl2 (300 mL). The aqueous layer was extracted further with CH2Cl2 (150... Reactants: C(CCCCCC)S (heptane-1-thiol), BrCCCCCCCC(=O)O (8-bromo-octanoic acid), Cl (hydrochloric acid). Run in [OH-].[Na+] (sodium hydroxide). Run at temperature 100 celsius, time 2 hour. Product: C(CCCCCC)SCCCCCCCC(=O)O (8-heptylsulfanyl-octanoic acid). Isolated yield 98.0%. RXN SMILES: Br[CH2:2][CH2:3][CH2:4][CH2:5][CH2:6][CH2:7][CH2:8][C:9]([OH:11])=[O:10].[CH2:12]([SH:19])[CH2:13][CH2:14][CH2:15][CH2:16][CH2:17][CH3:18].Cl>[OH-].[Na+]>[CH2:12]([S:19][CH2:2][CH2:3][CH2:4][CH2:5][CH2:6][CH2:7][CH2:8][C:9]([OH:11])=[O:10])[CH2:13][CH2:14][CH2:15][CH2:16][CH2:17][CH3:18] |f:3.4|. Procedure details: At room temperature, a commercially available reagent of 8-bromo-octanoic acid (97% content, 1.74 g, 7.56 mmol) was dissolved in an aqueous solution (15 mL) of 18% sodium hydroxide, and a commercially available reagent of heptane-1-thiol (1.0 g, 7.56 mmol) was added dropwise. The mixture was then warmed to 100° C., and stirred for 2.0 hours while maintaining the temperature at 100° C. The mixture was cooled to room temperature, and then neutralized to pH 6.0 with concentrated hydrochloric acid. ... Reactants: ClCCN(CCCl)CC1=CC=CC=C1 (N,N-bis(2-chloroethyl)benzylamine), C(C1=CC=CC=C1)Cl (benzyl chloride), OCCNCCO (bis(2-hydroxyethyl)amine). Product: OCCN(CCO)CC1=CC=CC=C1 (N,N-bis(2-hydroxyethyl)benzylamine). RXN SMILES: ClCCN(CC1C=CC=CC=1)CCCl.[CH2:15](Cl)[C:16]1[CH:21]=[CH:20][CH:19]=[CH:18][CH:17]=1.[OH:23][CH2:24][CH2:25][NH:26][CH2:27][CH2:28][OH:29]>>[OH:23][CH2:24][CH2:25][N:26]([CH2:15][C:16]1[CH:21]=[CH:20][CH:19]=[CH:18][CH:17]=1)[CH2:27][CH2:28][OH:29]. Reported procedure: In one of its aspects, the invention resides in an improved process for preparing N,N-bis(2-chloroethyl)benzylamine by first reacting benzyl chloride with bis(2-hydroxyethyl)amine to produce N,N-bis(2-hydroxyethyl)benzylamine and then reacting N,N-bis(2-hydroxyethyl)benzylamine with thionyl chloride to produce N,N-bis(2-chloroethyl)benzylamine, wherein the improvements comprise adding about one molar equivalent of benzyl chloride to a warmed mixture containing about one molar equivalent of N,N-b...